This data is from the Open Reaction Database (ORD), a public repository of structured organic reaction records. The task is: describe an organic reaction: reactants, conditions, products, and yield Isolated yield 35.6%. The reactants are ClC1=C(C=CC=C1)C(C)N1CCNC(C2=C1C=C(S2)B2OC(C(O2)(C)C)(C)C)=O (1-[1-(2-Chloro-phenyl)-ethyl]-7-(4,4,5,5-tetramethyl-[1,3,2]dioxaborolan-2-yl)-1,2,3,4-tetrahydro-thieno[3,2-e][1,4]diazepin-5-one), IC1=CN=C2N1C=CC=C2 (3-iodo-imidazo[1,2-a]pyridine), O (Water), C(=O)([O-])[O-].[K+].[K+] (K2CO3). RXN SMILES: [Cl:1][C:2]1[CH:7]=[CH:6][CH:5]=[CH:4][C:3]=1[CH:8]([N:10]1[C:16]2[CH:17]=[C:18](B3OC(C)(C)C(C)(C)O3)[S:19][C:15]=2[C:14](=[O:29])[NH:13][CH2:12][CH2:11]1)[CH3:9].I[C:31]1[N:35]2[CH:36]=[CH:37][CH:38]=[CH:39][C:34]2=[N:33][CH:32]=1.C([O-])([O-])=O.[K+].[K+].O>C1(C)C=CC=CC=1.CCO.C1C=CC([P]([Pd]([P](C2C=CC=CC=2)(C2C=CC=CC=2)C2C=CC=CC=2)([P](C2C=CC=CC=2)(C2C=CC=CC=2)C2C=CC=CC=2)[P](C2C=CC=CC=2)(C2C=CC=CC=2)C2C=CC=CC=2)(C2C=CC=CC=2)C2C=CC=CC=2)=CC=1.CCOC(C)=O>[Cl:1][C:2]1[CH:7]=[CH:6][CH:5]=[CH:4][C:3]=1[CH:8]([N:10]1[C:16]2[CH:17]=[C:18]([C:31]3[N:35]4[CH:36]=[CH:37][CH:38]=[CH:39][C:34]4=[N:33][CH:32]=3)[S:19][C:15]=2[C:14](=[O:29])[NH:13][CH2:12][CH2:11]1)[CH3:9] |f:2.3.4,^1:60,62,81,100|. Run in C1(=CC=CC=C1)C (toluene), CCOC(=O)C (EtOAc), CCO (EtOH). Yields the product ClC1=C(C=CC=C1)C(C)N1CCNC(C2=C1C=C(S2)C2=CN=C1N2C=CC=C1)=O (1-[1-(2-Chloro-phenyl)-ethyl]-7-imidazo[1,2-a]pyridin-3-yl-1,2,3,4-tetrahydro-thieno[3,2-e][1,4]diazepin-5-one). Procedure details: 1-[1-(2-Chloro-phenyl)-ethyl]-7-(4,4,5,5-tetramethyl-[1,3,2]dioxaborolan-2-yl)-1,2,3,4-tetrahydro-thieno[3,2-e][1,4]diazepin-5-one (251 mg, 0.58 mmol, 1.3 Eq), 3-iodo-imidazo[1,2-a]pyridine (109 mg, 0.45 mmol, 1.0 Eq) and Pd(PPh3)4 (52 mg, 0.045 mmol, 0.1 Eq) were dissolved in toluene (1.6 mL) and EtOH (0.4 mL). 2M K2CO3 (0.45 mL, 0.89 mmol, 2.0 Eq) was added and the reaction heated at 140° C. for 15 minutes under microwave conditions. Water (10 mL) and EtOAc (15 mL) was added and the layers sep... Reagents/catalysts: C=1C=CC(=CC1)[P](C=2C=CC=CC2)(C=3C=CC=CC3)[Pd]([P](C=4C=CC=CC4)(C=5C=CC=CC5)C=6C=CC=CC6)([P](C=7C=CC=CC7)(C=8C=CC=CC8)C=9C=CC=CC9)[P](C=1C=CC=CC1)(C=1C=CC=CC1)C=1C=CC=CC1 (Pd(PPh3)4). Conditions: temperature 140 celsius. Reaction conditions: time 0.5 hour. Run in O (water), CS(=O)C (dimethylsulfoxide). Reaction SMILES: [CH3:1][C:2]1[CH:7]=[CH:6][CH:5]=[C:4]([CH3:8])[C:3]=1[OH:9].[OH-].[K+].Br[CH2:13][CH2:14][CH3:15]>CS(C)=O.O>[CH2:15]([O:9][C:3]1[C:4]([CH3:8])=[CH:5][CH:6]=[CH:7][C:2]=1[CH3:1])[CH:14]=[CH2:13] |f:1.2|. Reactants: CC1=C(C(=CC=C1)C)O (2,6-Dimethylphenol), [OH-].[K+] (potassium hydroxide), BrCCC (3-bromopropane). Procedure: 2,6-Dimethylphenol (1.22 g) is added to a mixture of powdered potassium hydroxide (2.24 g) in dimethylsulfoxide (20 ml). Then 3-bromopropane (2.42 g) is added at 20°-25° and stirred for 0.5 hr. The mixture is diluted with water (100 ml) and extracted with methylene chloride (3×). The organic extracts are washed with water (2×) and then with saline, dried over sodium sulfate and concentrated under reduced pressure to give 1-allyloxy-2,6-dimethylbenzene. The product is C(C=C)OC1=C(C=CC=C1C)C (1-allyloxy-2,6-dimethylbenzene). The reactants are C(C)(C)(C)OC(=O)N1[C@@H](CC(C1)=NOC)C(=O)O ((2S,4EZ)-1-(tert-butoxycarbonyl)-4-(methoxyimino)-2-pyrrolidinecarboxylic acid), N1=CC=C(C=C1)C1=CC=C(C(=O)O)C=C1 (4-(4-pyridinyl)benzoic acid), N[C@H]([C@@H](O)C1=CC=CC=C1)CO ((1S,2S)-2-amino-1-phenyl-1,3-propanediol). The product is O[C@H]([C@H](CO)NC(=O)[C@H]1N(CC(C1)=NOC)C(C1=CC=C(C=C1)C1=CC=NC=C1)=O)C1=CC=CC=C1 ((2S,4EZ)-N-[(1S,2S)-2hydroxy-1-(hydroxymethyl)-2-phenylethyl]-4-(methoxyimino)-1-[4-(4-pyridinyl)benzoyl]-2-pyrrolidinecarboxamide). Reaction SMILES: C(O[C:6]([N:8]1[CH2:12][C:11](=[N:13][O:14][CH3:15])[CH2:10][C@H:9]1[C:16]([OH:18])=O)=[O:7])(C)(C)C.[N:19]1[CH:24]=[CH:23][C:22]([C:25]2[CH:33]=[CH:32][C:28](C(O)=O)=[CH:27][CH:26]=2)=[CH:21][CH:20]=1.[NH2:34][C@@H:35]([CH2:44][OH:45])[C@H:36]([C:38]1[CH:43]=[CH:42][CH:41]=[CH:40][CH:39]=1)[OH:37]>>[OH:37][C@@H:36]([C:38]1[CH:43]=[CH:42][CH:41]=[CH:40][CH:39]=1)[C@@H:35]([NH:34][C:16]([C@@H:9]1[CH2:10][C:11](=[N:13][O:14][CH3:15])[CH2:12][N:8]1[C:6](=[O:7])[C:28]1[CH:27]=[CH:26][C:25]([C:22]2[CH:21]=[CH:20][N:19]=[CH:24][CH:23]=2)=[CH:33][CH:32]=1)=[O:18])[CH2:44][OH:45]. Procedure: Following the general method as outlined in Example 22, starting from (2S,4EZ)-1-(tert-butoxycarbonyl)-4-(methoxyimino)-2-pyrrolidinecarboxylic acid, 4-(4-pyridinyl)benzoic acid, and (1S,2S)-2-amino-1-phenyl-1,3-propanediol, the title compound was obtained in 64% purity by HPLC. MS(ESI+): m/z=489. Yields the product CC(=O)NC(C(=O)O)C(C)C. Reaction SMILES: [CH3:11][C:12](=[O:13])[O:14][C:15](=[O:16])[CH3:17].[CH3:1][CH:2]([CH3:3])[CH:4]([NH2:5])[C:6]([OH:7])=[O:8].[ClH:18].[Na+:10].[OH-:9].[OH2:19]>>[CH3:1][CH:2]([CH3:3])[CH:4]([NH:5][C:12]([CH3:11])=[O:13])[C:6]([OH:7])=[O:8]. Reactants: CC(=O)OC(C)=O, CC(C)C(N)C(=O)O, Cl, [Na+], [OH-], O.